Dataset: the Open Reaction Database (ORD), a public repository of structured organic reaction records. Task: describe an organic reaction: reactants, conditions, products, and yield Starting materials: amine, FC1=CC(=C(C=C1)CC(C)(C)NC=O)C (N-[2-(4-fluoro-2-methylphenyl)-1,1-dimethylethyl]formamide), Cl (hydrochloride). Yields the product FC1=CC(=C(C=C1)CC(C)(C)N)C (2-(4-fluoro-2-methylphenyl)-1,1-dimethylethylamine). RXN SMILES: [F:1][C:2]1[CH:7]=[CH:6][C:5]([CH2:8][C:9]([NH:12]C=O)([CH3:11])[CH3:10])=[C:4]([CH3:15])[CH:3]=1.Cl>>[F:1][C:2]1[CH:7]=[CH:6][C:5]([CH2:8][C:9]([NH2:12])([CH3:10])[CH3:11])=[C:4]([CH3:15])[CH:3]=1. Procedure details: In order to prepare the amine, 27.0 g (130 mmol) of N-[2-(4-fluoro-2-methylphenyl)-1,1-dimethylethyl]formamide is reacted as described in the method for Example 10(c). White solid. Yield: 15.5 g (55%, hydrochloride); melting point: 277° C.-280° C. Procedure details: A mixture of ethyl 4-(3-benzyloxycarbonyl-1-indolyl)-butyrate and 10% palladium carbon in ethanol was stirred at room temperature for 1.5 hours under a hydrogen atmosphere. Removal of the catalyst and evaporation of the solvent afforded the object product. Run in C(C)O (ethanol). The reagents and catalysts are [C].[Pd] (palladium carbon). Product: C(C)OC(=O)CCCN1C=C(C2=CC=CC=C12)C(=O)O (1-(3-ethoxycarbonylpropyl)indole-3-carboxylic acid). Starting materials: C(C1=CC=CC=C1)OC(=O)C1=CN(C2=CC=CC=C12)CCCC(=O)OCC (ethyl 4-(3-benzyloxycarbonyl-1-indolyl)-butyrate). As a reaction SMILES: C([O:8][C:9]([C:11]1[C:19]2[C:14](=[CH:15][CH:16]=[CH:17][CH:18]=2)[N:13]([CH2:20][CH2:21][CH2:22][C:23]([O:25][CH2:26][CH3:27])=[O:24])[CH:12]=1)=[O:10])C1C=CC=CC=1>C(O)C.[C].[Pd]>[CH2:26]([O:25][C:23]([CH2:22][CH2:21][CH2:20][N:13]1[C:14]2[C:19](=[CH:18][CH:17]=[CH:16][CH:15]=2)[C:11]([C:9]([OH:10])=[O:8])=[CH:12]1)=[O:24])[CH3:27] |f:2.3|. Reaction conditions: time 1.5 hour. The reactants are CN(C)CC=CC(=O)O, Oc1ccc(Cl)c(Nc2ncnc3sc4c(c23)CCNC4)c1, Cl, Cl. Yields the product CN(C)CC=CC(=O)N1CCc2c(sc3ncnc(Nc4cc(O)ccc4Cl)c23)C1. As a reaction SMILES: [CH3:25][N:26]([CH2:27][CH:28]=[CH:29][C:30](=[O:31])[OH:32])[CH3:33].[Cl:2][c:3]1[c:4]([NH:10][c:11]2[c:12]3[c:13]([n:14][cH:15][n:16]2)[s:17][c:18]2[c:19]3[CH2:20][CH2:21][NH:22][CH2:23]2)[cH:5][c:6]([OH:9])[cH:7][cH:8]1.[ClH:1].[ClH:24]>>[Cl:2][c:3]1[c:4]([NH:10][c:11]2[c:12]3[c:13]([n:14][cH:15][n:16]2)[s:17][c:18]2[c:19]3[CH2:20][CH2:21][N:22]([C:30]([CH:29]=[CH:28][CH2:27][N:26]([CH3:25])[CH3:33])=[O:31])[CH2:23]2)[cH:5][c:6]([OH:9])[cH:7][cH:8]1. Starting materials: Brc1cnc(Br)s1, SCc1ccccc1, [K+], [K+], O=C([O-])[O-], CN(C)C=O, O. Yields the product Brc1cnc(SCc2ccccc2)s1. RXN SMILES: [Br:1][c:2]1[s:3][c:4]([Br:7])[cH:5][n:6]1.[CH2:14]([c:15]1[cH:16][cH:17][cH:18][cH:19][cH:20]1)[SH:21].[K+:8].[K+:9].[O-:10][C:11]([O-:12])=[O:13].[O:22]=[CH:23][N:24]([CH3:25])[CH3:26].[OH2:27]>>[c:2]1([S:21][CH2:14][c:15]2[cH:16][cH:17][cH:18][cH:19][cH:20]2)[s:3][c:4]([Br:7])[cH:5][n:6]1. The product is FC1=CC=C(C=C1)OC(N(C)[C@@H]1CN(C[C@H]1C1=CC=C(C=C1)Cl)C(=O)C1CCN(CC1)C1CCOCC1)=O ({(3S,4R)-4-(4-chloro-phenyl)-1-[1-(tetrahydro-pyran-4-yl)-piperidine-4-carbonyl]-pyrrolidin-3-yl}-methyl-carbamic acid 4-fluoro-phenyl ester). Starting materials: FC1=CC=C(C=C1)OC(N(C)[C@@H]1CNC[C@H]1C1=CC=C(C=C1)Cl)=O ([(3S,4R)-4-(4-chloro-phenyl)-pyrrolidin-3-yl]-methyl-carbamic acid 4-fluoro-phenyl ester), O1CCC(CC1)N1CCC(CC1)C(=O)O (1-(tetrahydro-pyran-4-yl)-piperidine-4-carboxylic acid). Procedure details: In analogy to the procedure described for the synthesis of example 44 (step c), the title compound {(3S,4R)-4-(4-chloro-phenyl)-1-[1-(tetrahydro-pyran-4-yl)-piperidine-4-carbonyl]-pyrrolidin-3-yl}-methyl-carbamic acid 4-fluoro-phenyl ester was prepared from [(3S,4R)-4-(4-chloro-phenyl)-pyrrolidin-3-yl]-methyl-carbamic acid 4-fluoro-phenyl ester using 1-(tetrahydro-pyran-4-yl)-piperidine-4-carboxylic acid instead of 1-methylcyclopropane-1-carboxylic acid and was obtained as a white solid. MS m/e:... As a reaction SMILES: [F:1][C:2]1[CH:7]=[CH:6][C:5]([O:8][C:9](=[O:24])[N:10]([C@H:12]2[C@H:16]([C:17]3[CH:22]=[CH:21][C:20]([Cl:23])=[CH:19][CH:18]=3)[CH2:15][NH:14][CH2:13]2)[CH3:11])=[CH:4][CH:3]=1.[O:25]1[CH2:30][CH2:29][CH:28]([N:31]2[CH2:36][CH2:35][CH:34]([C:37](O)=[O:38])[CH2:33][CH2:32]2)[CH2:27][CH2:26]1>>[F:1][C:2]1[CH:7]=[CH:6][C:5]([O:8][C:9](=[O:24])[N:10]([C@H:12]2[C@H:16]([C:17]3[CH:22]=[CH:21][C:20]([Cl:23])=[CH:19][CH:18]=3)[CH2:15][N:14]([C:37]([CH:34]3[CH2:35][CH2:36][N:31]([CH:28]4[CH2:29][CH2:30][O:25][CH2:26][CH2:27]4)[CH2:32][CH2:33]3)=[O:38])[CH2:13]2)[CH3:11])=[CH:4][CH:3]=1. The reactants are CN1N=C(C(=C1C(=O)O)C(F)(F)F)C(C(F)(F)F)(F)F (1-methyl-3-(pentafluoroethyl)-4-(trifluoromethyl)-1H-pyrazole-5-carboxylic acid), N1=CC=CC=C1 (pyridine), C(C(=O)Cl)(=O)Cl (Oxalyl chloride), NC=1C(=C(C#N)C(=CC1)F)F (3-amino-2,6-difluorobenzonitrile). The reagents and catalysts are CN(C)C=O (DMF). Solvent: ClCCl (dichloromethane), C1CCOC1 (THF), C1CCOC1 (THF). Reaction conditions: temperature 50 celsius, time 5 hour. The product is C(#N)C=1C(=C(C=CC1F)NC(=O)C1=C(C(=NN1C)C(C(F)(F)F)(F)F)C(F)(F)F)F (N-(3-cyano-2,4-difluorophenyl)-1-methyl-3-(pentafluoroethyl)-4-(trifluoromethyl)-1H-pyrazole-5-carboxamide). Yield: 44.3%. RXN SMILES: C(Cl)(=O)C(Cl)=O.[CH3:7][N:8]1[C:12]([C:13]([OH:15])=O)=[C:11]([C:16]([F:19])([F:18])[F:17])[C:10]([C:20]([F:26])([F:25])[C:21]([F:24])([F:23])[F:22])=[N:9]1.N1C=CC=CC=1.[NH2:33][C:34]1[C:35]([F:43])=[C:36]([C:39]([F:42])=[CH:40][CH:41]=1)[C:37]#[N:38]>CN(C=O)C.ClCCl.C1COCC1>[C:37]([C:36]1[C:35]([F:43])=[C:34]([NH:33][C:13]([C:12]2[N:8]([CH3:7])[N:9]=[C:10]([C:20]([F:26])([F:25])[C:21]([F:24])([F:23])[F:22])[C:11]=2[C:16]([F:18])([F:17])[F:19])=[O:15])[CH:41]=[CH:40][C:39]=1[F:42])#[N:38]. Reported procedure: Oxalyl chloride (0.85 ml, 1.2 g, 9.8 mmol) followed by DMF (3 drops) were added to 1-methyl-3-(pentafluoroethyl)-4-(trifluoromethyl)-1H-pyrazole-5-carboxylic acid (2.03 g, 6.50 mmol) in dichloromethane (15 ml), and the mixture was heated to 50° C. After 5 h at 50° C., the mixture was concentrated under reduced pressure, THF (15 ml) and pyridine (1.1 ml, 1.0 g, 13 mmol, 2 eq.) were added, followed by 3-amino-2,6-difluorobenzonitrile (1.0 g, 6.5 mmol, 1.0 eq.) in THF (3 ml). The mixture was left a... Starting materials: NC=1C=CC=C2C=CC=NC12 (8-aminoquinoline), COC1=CC(=C(C=C1)S(=O)(=O)Cl)[N+](=O)[O-] (4-methoxy-2-nitrobenzene-1-sulfonyl chloride). Yields the product COC1=CC(=C(C=C1)S(=O)(=O)NC=1C=CC=C2C=CC=NC12)[N+](=O)[O-] (4-Methoxy-2-nitro-N-quinolin-8-yl-benzenesulfonamide). Isolated yield 56.5%. As a reaction SMILES: [NH2:1][C:2]1[CH:3]=[CH:4][CH:5]=[C:6]2[C:11]=1[N:10]=[CH:9][CH:8]=[CH:7]2.[CH3:12][O:13][C:14]1[CH:19]=[CH:18][C:17]([S:20](Cl)(=[O:22])=[O:21])=[C:16]([N+:24]([O-:26])=[O:25])[CH:15]=1>>[CH3:12][O:13][C:14]1[CH:19]=[CH:18][C:17]([S:20]([NH:1][C:2]2[CH:3]=[CH:4][CH:5]=[C:6]3[C:11]=2[N:10]=[CH:9][CH:8]=[CH:7]3)(=[O:21])=[O:22])=[C:16]([N+:24]([O-:26])=[O:25])[CH:15]=1. Procedure: In a similar fashion using route 14 general procedure 26, 8-aminoquinoline (220 mg, 2 mmol) and 4-methoxy-2-nitrobenzene-1-sulfonyl chloride (420 mg, 2 mmol) gave the title compound (406 mg, 74%) after purification by column chromatography with heptane/EtOAc (50:50-0:100) gradient elution.